This data is from the Open Reaction Database (ORD), a public repository of structured organic reaction records. The task is: describe an organic reaction: reactants, conditions, products, and yield Reaction SMILES: [CH2:1]([CH3:2])[c:3]1[cH:4][c:5]([N+:11](=[O:12])[O-:13])[c:6]([OH:10])[cH:7][c:8]1[F:9].[CH3:20][I:21].[CH3:23][S:24]([CH3:25])=[O:26].[CH3:27][CH2:28][O:29][CH2:30][CH3:31].[K+:14].[K+:15].[O-:16][C:17]([O-:18])=[O:19].[OH2:22]>>[CH2:1]([CH3:2])[c:3]1[cH:4][c:5]([N+:11](=[O:12])[O-:13])[c:6]([O:10][CH3:17])[cH:7][c:8]1[F:9]. Yields the product CCc1cc([N+](=O)[O-])c(OC)cc1F. Starting materials: CCc1cc([N+](=O)[O-])c(O)cc1F, CI, CS(C)=O, CCOCC, [K+], [K+], O=C([O-])[O-], O. Starting materials: ClC1=NC=NC(=C1OC)OC1CCN(CC1)C1=NC(=NO1)C(C)C (4-chloro-6-[1-(3-isopropyl-[1,2,4]oxadiazol-5-yl)-piperidin-4-yloxy]-5-methoxy-pyrimidine), CS(=O)(=O)C1=CC=C(C(=N1)C)N (6-Methanesulfonyl-2-methyl-pyridin-3-ylamine), C(C(C)C)N1P2N(CCN(CC1)CCN2CC(C)C)CC(C)C (2,8,9-triisobutyl-2,5,8,9-tetraaza-1-phospha-bicyclo[3.3.3]undecane), CC(C)([O-])C.[Na+] (sodium tert-butoxide). The reagents and catalysts are C(C)(=O)[O-].[Pd+2].C(C)(=O)[O-] (palladium acetate). Run in O1CCOCC1 (dioxane), O1CCOCC1 (dioxane). Reaction conditions: temperature 150 celsius, time 65 hour. Product: C(C)(C)C1=NOC(=N1)N1CCC(CC1)OC1=C(C(=NC=N1)NC=1C(=NC(=CC1)S(=O)(=O)C)C)OC ({6-[1-(3-Isopropyl-[1,2,4]oxadiazol-5-yl)-piperidin-4-yloxy]-5-methoxy-pyrimidin-4-yl}-(6-methanesulfonyl-2-methyl-pyridin-3-yl)-amine), Cl (HCl). Reaction SMILES: [Cl:1][C:2]1[C:7]([O:8][CH3:9])=[C:6]([O:10][CH:11]2[CH2:16][CH2:15][N:14]([C:17]3[O:21][N:20]=[C:19]([CH:22]([CH3:24])[CH3:23])[N:18]=3)[CH2:13][CH2:12]2)[N:5]=[CH:4][N:3]=1.[CH3:25][S:26]([C:29]1[N:34]=[C:33]([CH3:35])[C:32]([NH2:36])=[CH:31][CH:30]=1)(=[O:28])=[O:27].C(N1CCN2CCN(CC(C)C)P1N(CC(C)C)CC2)C(C)C.CC(C)([O-])C.[Na+]>O1CCOCC1.C([O-])(=O)C.[Pd+2].C([O-])(=O)C>[CH:22]([C:19]1[N:18]=[C:17]([N:14]2[CH2:15][CH2:16][CH:11]([O:10][C:6]3[N:5]=[CH:4][N:3]=[C:2]([NH:36][C:32]4[C:33]([CH3:35])=[N:34][C:29]([S:26]([CH3:25])(=[O:28])=[O:27])=[CH:30][CH:31]=4)[C:7]=3[O:8][CH3:9])[CH2:12][CH2:13]2)[O:21][N:20]=1)([CH3:24])[CH3:23].[ClH:1] |f:3.4,6.7.8|. Procedure: A mixture of 4-chloro-6-[1-(3-isopropyl-[1,2,4]oxadiazol-5-yl)-piperidin-4-yloxy]-5-methoxy-pyrimidine (1.78 g, 5.03 mmol), 6-Methanesulfonyl-2-methyl-pyridin-3-ylamine (1.12 g, 6.04 mmol), palladium acetate (102 mg, 0.45 mmol), 2,8,9-triisobutyl-2,5,8,9-tetraaza-1-phospha-bicyclo[3.3.3]undecane (322 μl, 0.91 mmol) and sodium tert-butoxide (725 mg, 7.54 mmol) in 30 mL of dioxane was heated under microwave irradiation at 150° C. for 1 hr. Additional 40 mL of dioxane were added and the mixture was...